From a dataset of the Open Reaction Database (ORD), a public repository of structured organic reaction records. describe an organic reaction: reactants, conditions, products, and yield Starting materials: FC1=CC=C2C=CNC2=C1 (6-fluoroindol), Cl.O.N1CCC(CC1)=O (4-piperidone monohydrate hydrochloride). The reagents and catalysts are [Pt](=O)=O (platinum (IV) oxide). Yields the product FC1=CC=C2C(=CNC2=C1)C1CCNCC1 (6-fluoro-3-piperidin-4-yl-1H-indole). Yield: 39.6%. Reaction SMILES: [F:1][C:2]1[CH:10]=[C:9]2[C:5]([CH:6]=[CH:7][NH:8]2)=[CH:4][CH:3]=1.Cl.O.[NH:13]1[CH2:18][CH2:17][C:16](=O)[CH2:15][CH2:14]1>[Pt](=O)=O>[F:1][C:2]1[CH:10]=[C:9]2[C:5]([C:6]([CH:16]3[CH2:17][CH2:18][NH:13][CH2:14][CH2:15]3)=[CH:7][NH:8]2)=[CH:4][CH:3]=1 |f:1.2.3|. Reported procedure: This compound was prepared following the procedure described in Example 1 (steps A and B) starting with 1 g (7.4 mmol) of 6-fluoroindol and 2.84 g (18.5 mmol) of 4-piperidone monohydrate hydrochloride. In this case, the hydrogenation step took place for 1 hour at 2 bar and the catalyst used was platinum (IV) oxide. 0.640 g (51% yield) of 6-fluoro-3-piperidin-4-yl-1H-indole were obtained. Starting materials: [C@@H]1(C[C@H](O)[C@@H](CO)O1)N1C(=O)NC(=O)C(C)=C1 (thymidine), P(=O)([O-])([O-])[O-].[K+].[K+].[K+] (potassium phosphate), purine nucleoside, [N-]=[N+]=[N-].[K+] (potassium azide), [C@@H]1(CC[C@@H](CO)O1)N1C(=O)NC(=O)C(C)=C1 (3'-deoxythymidine), C1(CC1)CNC1=C2NC=NC2=NC=N1 (6-(Cyclopropylmethylamino)purine). Solvent: CN(C=O)C (dimethylformamide). Conditions: temperature 35 celsius. Yields the product C1(CC1)CNC1=C2NC=NC2=NC=N1 (6-(Cyclopropylmethylamino)purine), C1(CC1)CNC1=C2N=CN(C2=NC=N1)[C@@H]1O[C@@H](CC1)CO (6-(cyclopropylmethylamino)-9-((2R,5S)-tetrahydro-5-(hydroxymethyl)-2-furyl)-9H-purine). The yield is 154.0%. RXN SMILES: [CH:1]1([CH2:4][NH:5][C:6]2[N:14]=[CH:13][N:12]=[C:11]3[C:7]=2[NH:8][CH:9]=[N:10]3)[CH2:3][CH2:2]1.[C@@H:15]1(N2C=C(C)C(=O)NC2=O)[O:21][C@H:18]([CH2:19][OH:20])[CH2:17][CH2:16]1.P([O-])([O-])([O-])=O.[K+].[K+].[K+].[N-]=[N+]=[N-].[K+].[C@@H]1(N2C=C(C)C(=O)NC2=O)O[C@H](CO)[C@@H](O)C1>CN(C)C=O>[CH:1]1([CH2:4][NH:5][C:6]2[N:14]=[CH:13][N:12]=[C:11]3[C:7]=2[NH:8][CH:9]=[N:10]3)[CH2:2][CH2:3]1.[CH:1]1([CH2:4][NH:5][C:6]2[N:14]=[CH:13][N:12]=[C:11]3[C:7]=2[N:8]=[CH:9][N:10]3[C@H:15]2[CH2:16][CH2:17][C@@H:18]([CH2:19][OH:20])[O:21]2)[CH2:2][CH2:3]1 |f:2.3.4.5,6.7|. Procedure details: 6-(Cyclopropylmethylamino)purine was prepared by nucleophilic displacement of the chlorine group on 6-chloropurine (Sigma Chemicals. St. Louis, Mo.) by the amino group on cyclopropylmethylamine (Karl Industries, Aurora, Ohio). 6-(Cyclopropylmethylamino)purine (2.64 mmol, 0.50 g) was dissolved in 5 mL of dimethylformamide with heating. After cooling to room temperature 3'-deoxythymidine (3.98 mmol, 0.90 g) (Horwitz J. P. et al., J. Org. Chem. 31, 205 (1966)) was added along with 30 mL of 10 mM po...